describe an organic reaction: reactants, conditions, products, and yield From a dataset of the Open Reaction Database (ORD), a public repository of structured organic reaction records. Starting materials: ONC(=N)N1CCOCC1 (N-hydroxy-morpholine-4-carboxamidine), CCN(C(C)C)C(C)C (Hunig's base), C(#N)C1=C(C=2N(N=C1)C=C(C2C)C(=O)Cl)NC2=CC=C(C=C2)OC2=CC=CC=C2 (3-cyano-5-methyl-4-(4-phenoxy-phenylamino)-pyrrolo[1,2-b]pyridazine-6-carbonyl chloride), O (water), CCOC(=O)C (EtOAc). Solvent: CN(C)C=O (DMF), CN(C)C=O (DMF). The product is C(#N)C1=C(C=2N(N=C1)C=C(C2C)C(=O)C(C(=N)NO)N2CCOCC2)NC2=CC=C(C=C2)OC2=CC=CC=C2 (3-cyano-5-methyl-4-(4-phenoxy-phenylamino)-pyrrolo[1,2-b]pyridazin-6-carbonyl-N-hydroxylmorpholinyl-acetamidine). Reaction SMILES: [OH:1][NH:2][C:3]([N:5]1CCOCC1)=N.C[CH2:12][N:13](C(C)C)C(C)C.[C:20]([C:22]1[CH:27]=[N:26][N:25]2[CH:28]=[C:29]([C:32](Cl)=[O:33])[C:30]([CH3:31])=[C:24]2[C:23]=1[NH:35][C:36]1[CH:41]=[CH:40][C:39]([O:42][C:43]2[CH:48]=[CH:47][CH:46]=[CH:45][CH:44]=2)=[CH:38][CH:37]=1)#[N:21].O.[CH3:50][CH2:51][O:52][C:53]([CH3:55])=O>CN(C=O)C>[C:20]([C:22]1[CH:27]=[N:26][N:25]2[CH:28]=[C:29]([C:32]([CH:12]([N:13]3[CH2:55][CH2:53][O:52][CH2:51][CH2:50]3)[C:3]([NH:2][OH:1])=[NH:5])=[O:33])[C:30]([CH3:31])=[C:24]2[C:23]=1[NH:35][C:36]1[CH:41]=[CH:40][C:39]([O:42][C:43]2[CH:48]=[CH:47][CH:46]=[CH:45][CH:44]=2)=[CH:38][CH:37]=1)#[N:21]. Procedure details: To a solution of N-hydroxy-morpholine-4-carboxamidine (Example 419A) (20.2 mg, 0.13 mmol) and Hunig's base (45 μl, 0.26 mmol) in DMF (1 ml) at −5° C. was added a solution of 3-cyano-5-methyl-4-(4-phenoxy-phenylamino)-pyrrolo[1,2-b]pyridazine-6-carbonyl chloride (Example 412B) (51 mg, 0.12 mmol) in DMF (1 ml) via syringe. The reaction mixture was warmed to rt, after 20 min, diluted with EtOAc, poured into water (50 ml), extracted with EtOAc (2×50 ml). The combined extracts were dried with Na2SO4,... Isolated yield 60.0%. As a reaction SMILES: [C:1]([OH:10])(=[O:9])[C:2]1[C:3](=[CH:5][CH:6]=[CH:7][CH:8]=1)[OH:4].O=S(Cl)Cl.[CH:15]1[CH:20]=[CH:19][C:18]([CH2:21]Br)=[CH:17][CH:16]=1.[C:23]([O-])([O-])=O.[K+].[K+]>CO.CCOC(C)=O.[Na+].[I-]>[CH2:21]([O:4][C:3]1[CH:5]=[CH:6][CH:7]=[CH:8][C:2]=1[C:1]([O:10][CH3:23])=[O:9])[C:18]1[CH:19]=[CH:20][CH:15]=[CH:16][CH:17]=1 |f:3.4.5,8.9|. Product: C(C1=CC=CC=C1)OC1=C(C(=O)OC)C=CC=C1 (methyl 2-(benzyloxy)benzoate). Solvent: CO (methanol), CCOC(=O)C (EtOAc). Run at temperature 40 celsius, time 8 hour. Reagents/catalysts: [Na+].[I-] (NaI). Reactants: C1=CC=C(C=C1)CBr (BnBr), C(=O)([O-])[O-].[K+].[K+] (K2CO3), C(C=1C(O)=CC=CC1)(=O)O (salicylic acid), O=S(Cl)Cl (SOCl2). Procedure details: To a solution of salicylic acid (7 g, 0.05 mol) in methanol (100 mL) at −78° C., SOCl2 (8 mL, 0.11 mol, 2.2 equiv.) was added dropwise. The reaction mixture was stirred at 40° C. overnight, concentrated and extracted with EtOAc. The organic layer was washed with NaHCO3, brine, dried over Na2SO4, filtered and concentrated. The product was then dissolved in DMF; BnBr (9 mL, 0.075 mol, 1.5 equiv.), K2CO3(27.5 g, 0.2 mol, 4 equiv.) and NaI (75 mg) were added. The reaction mixture was stirred at room... The reactants are FC1=CC(=C(C=C1)O)C(F)(F)F (4-fluoro-2-(trifluoromethyl)-phenol), BrBr (bromine). Run in ClC(C)Cl (dichloroethane), ClC(C)Cl (dichloroethane). Reaction conditions: temperature 50 celsius. Product: BrC1=C(C(=CC(=C1)F)C(F)(F)F)O (2-Bromo-4-fluoro-6(trifluoromethyl)-phenol). Reaction SMILES: [F:1][C:2]1[CH:7]=[CH:6][C:5]([OH:8])=[C:4]([C:9]([F:12])([F:11])[F:10])[CH:3]=1.[Br:13]Br>ClC(Cl)C>[Br:13][C:6]1[CH:7]=[C:2]([F:1])[CH:3]=[C:4]([C:9]([F:10])([F:11])[F:12])[C:5]=1[OH:8]. Procedure details: 9 g (500 mmol) of 4-fluoro-2-(trifluoromethyl)-phenol is dissolved in 100 ml of dichloroethane, the solution is stirred at 50° C. and a solution of 9.6 g (60 mmol) of bromine in 30 ml of dichloroethane is instilled in the course of 2 hours. When the instillation is completed, it is stirred for 1 more hour at 50° C. and then concentrated by evaporation in a vacuum. The oily residue is dissolved in 100 ml of dichloroethane and shaken out three times with 20 ml of water each. The organic phase is d... Starting materials: S(=O)(=O)(OC)OC (Dimethyl sulfate), C[Si](C)(C)[N-][Si](C)(C)C.[Li+] (Lithium bis(trimethylsilyl)amide), [Si](C1=CC=CC=C1)(C1=CC=CC=C1)(C(C)(C)C)OCCN(C(=O)C=1C=C2C(C=C(OC2=C(C1)C(C)NC1=CC(=CC(=C1)F)F)N1CCOCC1)=O)C (N-(2-(tert-butyldiphenylsilyloxy)ethyl)-8-(1-(3,5-difluorophenylamino)ethyl)-N-methyl-2-morpholino-4-oxo-4H-chromene-6-carboxamide), [NH4+].[Cl-] (NH4Cl). The solvent is C1CCOC1 (THF). Run at temperature -20 celsius, time 10 minute. Yields the product [Si](C1=CC=CC=C1)(C1=CC=CC=C1)(C(C)(C)C)OCCN(C(=O)C=1C=C2C(C=C(OC2=C(C1)C(C)N(C)C1=CC(=CC(=C1)F)F)N1CCOCC1)=O)C (N-(2-(tert-butyldiphenylsilyloxy)ethyl)-8-(1-((3,5-difluorophenyl)(methyl)amino)ethyl)-N-methyl-2-morpholino-4-oxo-4H-chromene-6-carboxamide), FC=1C=C(C=C(C1)F)N(C(C)C=1C=C(C=C2C(C=C(OC12)N1CCOCC1)=O)C(=O)N(C)CCO)C (8-(1-((3,5-difluorophenyl)(methyl)amino)ethyl)-N-(2-hydroxyethyl)-N-methyl-2-morpholino-4-oxo-4H-chromene-6-carboxamide). The yield is 261.7%. Reaction SMILES: [CH3:1][Si]([N-][Si](C)(C)C)(C)C.[Li+].[Si:11]([O:28][CH2:29][CH2:30][N:31]([CH3:62])[C:32]([C:34]1[CH:35]=[C:36]2[C:41](=[C:42]([CH:44]([NH:46][C:47]3[CH:52]=[C:51]([F:53])[CH:50]=[C:49]([F:54])[CH:48]=3)[CH3:45])[CH:43]=1)[O:40][C:39]([N:55]1[CH2:60][CH2:59][O:58][CH2:57][CH2:56]1)=[CH:38][C:37]2=[O:61])=[O:33])([C:24]([CH3:27])([CH3:26])[CH3:25])([C:18]1[CH:23]=[CH:22][CH:21]=[CH:20][CH:19]=1)[C:12]1[CH:17]=[CH:16][CH:15]=[CH:14][CH:13]=1.S([O:68][CH3:69])(OC)(=O)=O.[NH4+].[Cl-]>C1COCC1>[Si:11]([O:28][CH2:29][CH2:30][N:31]([CH3:62])[C:32]([C:34]1[CH:35]=[C:36]2[C:41](=[C:42]([CH:44]([N:46]([C:47]3[CH:48]=[C:49]([F:54])[CH:50]=[C:51]([F:53])[CH:52]=3)[CH3:1])[CH3:45])[CH:43]=1)[O:40][C:39]([N:55]1[CH2:56][CH2:57][O:58][CH2:59][CH2:60]1)=[CH:38][C:37]2=[O:61])=[O:33])([C:24]([CH3:25])([CH3:27])[CH3:26])([C:12]1[CH:17]=[CH:16][CH:15]=[CH:14][CH:13]=1)[C:18]1[CH:19]=[CH:20][CH:21]=[CH:22][CH:23]=1.[F:53][C:51]1[CH:52]=[C:47]([N:46]([CH3:1])[CH:44]([C:42]2[CH:43]=[C:34]([C:32]([N:31]([CH2:62][CH2:69][OH:68])[CH3:30])=[O:33])[CH:35]=[C:36]3[C:41]=2[O:40][C:39]([N:55]2[CH2:60][CH2:59][O:58][CH2:57][CH2:56]2)=[CH:38][C:37]3=[O:61])[CH3:45])[CH:48]=[C:49]([F:54])[CH:50]=1 |f:0.1,4.5|. Procedure: Lithium bis(trimethylsilyl)amide (0.539 mL, 0.54 mmol) was added to a stirred solution of N-(2-(tert-butyldiphenylsilyloxy)ethyl)-8-(1-(3,5-difluorophenylamino)ethyl)-N-methyl-2-morpholino-4-oxo-4H-chromene-6-carboxamide (230 mg, 0.32 mmol) dissolved in dry THF (3 mL). The solution was stirred over a period of 10 minutes at −20° C. under nitrogen. Dimethyl sulfate (0.051 mL, 0.54 mmol) was added to the mixture and the resulting suspension was left to rise to RT for 1 h30 under nitrogen. A sat. a... Starting materials: BrC=1C=NC=2N(C1)N=C(C2)C(=O)O (6-bromo-pyrazolo[1,5-a]pyrimidine-2-carboxylic acid), FC1=C2CCNC(C2=C(C=C1)F)C (5,8-Difluoro-1-methyl-1,2,3,4-tetrahydro-isoquinoline). Product: BrC=1C=NC=2N(C1)N=C(C2)C(=O)N2C(C1=C(C=CC(=C1CC2)F)F)C ((6-Bromo-pyrazolo[1,5-a]pyrimidin-2-yl)-(5,8-difluoro-1-methyl-3,4-dihydro-1H-isoquinolin-2-yl)-methanone). As a reaction SMILES: [Br:1][C:2]1[CH:3]=[N:4][C:5]2[N:6]([N:8]=[C:9]([C:11]([OH:13])=O)[CH:10]=2)[CH:7]=1.[F:14][C:15]1[CH:24]=[CH:23][C:22]([F:25])=[C:21]2[C:16]=1[CH2:17][CH2:18][NH:19][CH:20]2[CH3:26]>>[Br:1][C:2]1[CH:3]=[N:4][C:5]2[N:6]([N:8]=[C:9]([C:11]([N:19]3[CH2:18][CH2:17][C:16]4[C:21](=[C:22]([F:25])[CH:23]=[CH:24][C:15]=4[F:14])[CH:20]3[CH3:26])=[O:13])[CH:10]=2)[CH:7]=1. Procedure details: In close analogy to the procedure described in Example 1, 6-bromo-pyrazolo[1,5-a]pyrimidine-2-carboxylic acid is reacted with 5,8-Difluoro-1-methyl-1,2,3,4-tetrahydro-isoquinoline to provide the title compound in moderate yield. The reactants are [Na+].[Na+].P(=O)([O-])([O-])OC[C@H]([C@H]([C@@H]([C@H](C=O)O)O)O)O (Glucose-6-phosphate disodium), C=1N=C(C2=C(N1)N(C=N2)[C@H]3[C@@H]([C@@H]([C@H](O3)COP(=O)(O)OP(=O)(O)OC[C@@H]4[C@H]([C@H]([C@@H](O4)N5C=CCC(=C5)C(=O)N)O)O)O)O)N (NADH), CCOCCOCCO (Carbitol). Solvent: C(C(CO)(CO)N)O.Cl (Tris-HCl). The product is C(C)(=O)NC1=CC=C(C(=O)N)C=C1 (p-acetylaminobenzamide). Reaction SMILES: [Na+].[Na+].P(O[CH2:8][C@@H](O)[C@@H](O)[C@H](O)[C@@H](O)C=O)([O-])([O-])=O.C1N=C(N)C2N=CN([C@@H]3O[C@H](COP(OP(OC[C@H]4[O:48][C@@H:47]([N:49]5[CH:54]=[C:53]([C:55]([NH2:57])=[O:56])[CH2:52][CH:51]=[CH:50]5)[C@H:46](O)[C@@H]4O)(O)=O)(O)=O)[C@@H](O)[C@H]3O)C=2N=1.CCOCCOCCO>C(O)C(N)(CO)CO.Cl>[C:47]([NH:49][C:50]1[CH:51]=[CH:52][C:53]([C:55]([NH2:57])=[O:56])=[CH:54][CH:8]=1)(=[O:48])[CH3:46] |f:0.1.2,5.6|. Procedure details: The following components were combined at a temperature between 0°-4°: G6PDH, 10.0 ml of ca. 2 mg/ml solution suspended in 0.055 M Tris-HCl buffer; Glucose-6-phosphate disodium salt, 100 mg; NADH, 200 mg; Carbitol, 3.0 ml. Reactants: C#CCBr, CCN(C(C)C)C(C)C, CCOC(C)=O, Cc1ccccc1, CCCCCCC, ClCCl, Nc1ccc(OC(F)(F)F)cc1. The product is C#CCNc1ccc(OC(F)(F)F)cc1. RXN SMILES: [Br:13][CH2:14][C:15]#[CH:16].[CH2:17]([N:18]([CH:19]([CH3:20])[CH3:21])[CH:22]([CH3:23])[CH3:24])[CH3:25].[CH3:26][CH2:27][O:28][C:29](=[O:30])[CH3:31].[CH3:32][c:33]1[cH:34][cH:35][cH:36][cH:37][cH:38]1.[CH3:42][CH2:43][CH2:44][CH2:45][CH2:46][CH2:47][CH3:48].[Cl:39][CH2:40][Cl:41].[F:1][C:2]([O:3][c:4]1[cH:5][cH:6][c:7]([NH2:10])[cH:8][cH:9]1)([F:11])[F:12]>>[F:1][C:2]([O:3][c:4]1[cH:5][cH:6][c:7]([NH:10][CH2:16][C:15]#[CH:14])[cH:8][cH:9]1)([F:11])[F:12].